Dataset: the Open Reaction Database (ORD), a public repository of structured organic reaction records. Task: describe an organic reaction: reactants, conditions, products, and yield Starting materials: O=C([O-])[O-], CCOC(C)=O, N#CCCl, Oc1ccc(F)cc1, [K+], [K+], CN(C)C=O. Product: N#CCOc1ccc(F)cc1. RXN SMILES: [C:9](=[O:10])([O-:11])[O-:12].[CH3:24][CH2:25][O:26][C:27]([CH3:28])=[O:29].[Cl:15][CH2:16][C:17]#[N:18].[F:1][c:2]1[cH:3][cH:4][c:5]([OH:8])[cH:6][cH:7]1.[K+:13].[K+:14].[O:19]=[CH:20][N:21]([CH3:22])[CH3:23]>>[F:1][c:2]1[cH:3][cH:4][c:5]([O:8][CH2:16][C:17]#[N:18])[cH:6][cH:7]1.